From a dataset of the Open Reaction Database (ORD), a public repository of structured organic reaction records. describe an organic reaction: reactants, conditions, products, and yield Procedure details: Following the general method as outlined in Example 59, starting from (2S,4EZ)-1-(tert-butoxycarbonyl)-4-(methoxyimino)-2-pyrrolidine-carboxylic acid (Intermediate 2), [1,1′-biphenyl]-4-carbonyl chloride, and N-hydroxy-2-(methylsulfonyl)ethanimidamide, the title compound was obtained in 87% purity by HPLC. MS(ESI+): m/z=455.2. Reactants: C(C)(C)(C)OC(=O)N1[C@@H](CC(C1)=NOC)C(=O)O ((2S,4EZ)-1-(tert-butoxycarbonyl)-4-(methoxyimino)-2-pyrrolidine-carboxylic acid), ONC(CS(=O)(=O)C)=N (N-hydroxy-2-(methylsulfonyl)ethanimidamide), C(C)(C)(C)OC(=O)N1[C@@H](CC(C1)=NOC)C(=O)O ((2S,4EZ)-1-(tert-butoxycarbonyl)-4-(methoxyimino)-2-pyrrolidine-carboxylic acid), C1(=CC=C(C=C1)C(=O)Cl)C1=CC=CC=C1 ([1,1′-biphenyl]-4-carbonyl chloride). Product: CON=C1CN([C@@H](C1)C1=NC(=NO1)CS(=O)(=O)C)C(=O)C1=CC=C(C=C1)C1=CC=CC=C1 ((3EZ,5S)-1-([1,1′-biphenyl]-4-ylcarbonyl)-5-{3-[(methylsulfonyl)methyl]-1,2,4-oxadiazol-5-yl}-3-pyrrolidinone O-methyloxime). RXN SMILES: C(O[C:6]([N:8]1[CH2:12][C:11](=[N:13][O:14][CH3:15])[CH2:10][C@H:9]1[C:16]([OH:18])=O)=[O:7])(C)(C)C.[C:19]1([C:28]2[CH:33]=[CH:32][CH:31]=[CH:30][CH:29]=2)[CH:24]=[CH:23][C:22](C(Cl)=O)=[CH:21][CH:20]=1.O[NH:35][C:36](=[NH:42])[CH2:37][S:38]([CH3:41])(=[O:40])=[O:39]>>[CH3:15][O:14][N:13]=[C:11]1[CH2:10][C@@H:9]([C:16]2[O:18][N:42]=[C:36]([CH2:37][S:38]([CH3:41])(=[O:40])=[O:39])[N:35]=2)[N:8]([C:6]([C:31]2[CH:30]=[CH:29][C:28]([C:19]3[CH:20]=[CH:21][CH:22]=[CH:23][CH:24]=3)=[CH:33][CH:32]=2)=[O:7])[CH2:12]1. Reactants: NCCCCN1C=NC=2C(=NC=3C=CC=CC3C21)N (1-(4-aminobutyl)-1H-imidazo[4,5-c]quinolin-4-amine), C(#N)C1=CC=C(C(=O)Cl)C=C1 (4-cyanobenzoyl chloride). Yields the product NC1=NC=2C=CC=CC2C2=C1N=CN2CCCCNC(C2=CC=C(C=C2)C#N)=O (N1-[4-(4-amino-1H-imidazo[4,5-c]quinolin-1-yl)butyl]-4-cyanobenzamide). As a reaction SMILES: [NH2:1][CH2:2][CH2:3][CH2:4][CH2:5][N:6]1[C:18]2[C:17]3[CH:16]=[CH:15][CH:14]=[CH:13][C:12]=3[N:11]=[C:10]([NH2:19])[C:9]=2[N:8]=[CH:7]1.[C:20]([C:22]1[CH:30]=[CH:29][C:25]([C:26](Cl)=[O:27])=[CH:24][CH:23]=1)#[N:21]>>[NH2:19][C:10]1[C:9]2[N:8]=[CH:7][N:6]([CH2:5][CH2:4][CH2:3][CH2:2][NH:1][C:26](=[O:27])[C:25]3[CH:29]=[CH:30][C:22]([C:20]#[N:21])=[CH:23][CH:24]=3)[C:18]=2[C:17]2[CH:16]=[CH:15][CH:14]=[CH:13][C:12]=2[N:11]=1. Procedure details: According to the general method of Example 14, 1-(4-aminobutyl)-1H-imidazo[4,5-c]quinolin-4-amine and 4-cyanobenzoyl chloride were combined to provide N1-[4-(4-amino-1H-imidazo[4,5-c]quinolin-1-yl)butyl]-4-cyanobenzamide as a white powder, m.p. 222.8-225.3° C. 1H NMR (300 MHz, DMSO-d6) δ 8.73 (t, J=5.7 Hz, 1H), 8.22 (s, 1H), 8.03 (d, J=8.1 Hz, 1H), 7.93 (s, 4H), 7.61 (dd, J=8.4, 1.2 Hz, 1H), 7.43 (dt, J=7.6, 1.5 Hz, 1H), 7.21 (dt, J=7.6, 1.2 Hz, 1H), 6.61 (s, 2H), 4.64 (t, J=7.2 Hz, 2H), 3.33 (m... Starting materials: NC1=C(N=CN1[C@H]1[C@H](OC(CC)=O)[C@H](OC(CC)=O)[C@H](O1)COC(CC)=O)C#N (5-amino-4-cyano-1-(2,3,5-tri-O-propionyl-β-D-ribofuranosyl)imidazole), N (ammonia), alkali metal alkoxide. Yields the product NC1=C(N=CN1[C@H]1[C@H](O)[C@H](O)[C@H](O1)CO)C#N (5-amino-1-β-D-ribofuranosyl-4-cyanoimidazole). As a reaction SMILES: [NH2:1][C:2]1[N:6]([C@@H:7]2[O:21][C@H:20]([CH2:22][O:23]C(=O)CC)[C@@H:14]([O:15]C(=O)CC)[C@H:8]2[O:9]C(=O)CC)[CH:5]=[N:4][C:3]=1[C:28]#[N:29].N>>[NH2:1][C:2]1[N:6]([C@@H:7]2[O:21][C@H:20]([CH2:22][OH:23])[C@@H:14]([OH:15])[C@H:8]2[OH:9])[CH:5]=[N:4][C:3]=1[C:28]#[N:29]. Procedure details: A method for producing N2 -phenyl-2,6-diaminonebularine, which comprises reacting 5-amino-1-β-D-ribofuranosylimidazole-4-carboxamide with a reactive derivative of propionic acid to yield 5-amino-1-(2,3,5,-tri-O-propionyl-β-D-ribofuranosyl)imidazole-4-carboxamide, dehydrating 5-amino-1-(2,3,5-tri-O-propionyl-β-D-ribofuranosyl)imidazole-4-carboxamide to yield 5-amino-4-cyano-1-(2,3,5-tri-O-propionyl-β-D-ribofuranosyl)imidazole, treating 5-amino-4-cyano-1-(2,3,5-tri-O-propionyl-β-D-ribofuranosyl)im... Procedure details: A vial was charged with (S)-2′-amino-3-p-tolyl-5′H-spiro[chromeno[2,3-b]pyridine-5,4′-oxazole]-7-yl trifluoromethanesulfonate (209 mg, 0.426 mmol), copper(i) iodide (8.11 mg, 0.043 mmol), and tetrakis(triphenylphosphine)palladium (49.2 mg, 0.043 mmol). The vial was flushed with Ar (g), then DMF (1704 μL, 0.426 mmol), diisopropylamine (1194 μL, 8.52 mmol), and 2-methylbut-3-yn-2-ol (208 μL, 2.130 mmol) were added in sequence. The vial was sealed and placed in a 70° C. oil bath for 2 hours. The mi... Yields the product NC=1OC[C@]2(N1)C1=CC(=CC=C1OC1=NC=C(C=C12)C1=CC=C(C=C1)C)C#CC(C)(O)C ((S)-4-(2′-amino-3-p-tolyl-5′H-spiro[chromeno[2,3-b]pyridine-5,4′-oxazole]-7-yl)-2-methylbut-3-yn-2-ol). Reaction SMILES: FC(F)(F)S(O[C:7]1[CH:8]=[C:9]2[C@@:20]3([CH2:24][O:23][C:22]([NH2:25])=[N:21]3)[C:19]3[C:14](=[N:15][CH:16]=[C:17]([C:26]4[CH:31]=[CH:30][C:29]([CH3:32])=[CH:28][CH:27]=4)[CH:18]=3)[O:13][C:10]2=[CH:11][CH:12]=1)(=O)=O.CN(C=O)C.C(NC(C)C)(C)C.[CH3:47][C:48]([OH:52])([C:50]#[CH:51])[CH3:49]>CCOC(C)=O.[Cu]I.C1C=CC([P]([Pd]([P](C2C=CC=CC=2)(C2C=CC=CC=2)C2C=CC=CC=2)([P](C2C=CC=CC=2)(C2C=CC=CC=2)C2C=CC=CC=2)[P](C2C=CC=CC=2)(C2C=CC=CC=2)C2C=CC=CC=2)(C2C=CC=CC=2)C2C=CC=CC=2)=CC=1>[NH2:25][C:22]1[O:23][CH2:24][C@:20]2([C:19]3[C:14](=[N:15][CH:16]=[C:17]([C:26]4[CH:31]=[CH:30][C:29]([CH3:32])=[CH:28][CH:27]=4)[CH:18]=3)[O:13][C:10]3[C:9]2=[CH:8][C:7]([C:51]#[C:50][C:48]([CH3:49])([OH:52])[CH3:47])=[CH:12][CH:11]=3)[N:21]=1 |^1:64,66,85,104|. The reactants are CN(C)C=O (DMF), C(C)(C)NC(C)C (diisopropylamine), CC(C)(C#C)O (2-methylbut-3-yn-2-ol), FC(S(=O)(=O)OC=1C=C2C(=CC1)OC1=NC=C(C=C1[C@@]21N=C(OC1)N)C1=CC=C(C=C1)C)(F)F ((S)-2′-amino-3-p-tolyl-5′H-spiro[chromeno[2,3-b]pyridine-5,4′-oxazole]-7-yl trifluoromethanesulfonate). Run in CCOC(=O)C (EtOAc). The reagents and catalysts are [Cu]I (copper(i) iodide), C=1C=CC(=CC1)[P](C=2C=CC=CC2)(C=3C=CC=CC3)[Pd]([P](C=4C=CC=CC4)(C=5C=CC=CC5)C=6C=CC=CC6)([P](C=7C=CC=CC7)(C=8C=CC=CC8)C=9C=CC=CC9)[P](C=1C=CC=CC1)(C=1C=CC=CC1)C=1C=CC=CC1 (tetrakis(triphenylphosphine)palladium). Starting materials: C1=CC=CC=C1C(=O)OOC(C)(C)C (tert-butyl perbenzoate), N(=NCCCC#N)CCCC#N (azobisbutyronitrile), C1(=CC=CC=C1)C (toluene). Run at temperature 100 celsius, time 10 hour. The product is CCCCC(CC)COC(=O)C=C.CCCCOC(=O)C=C (acrylic copolymer resin). As a reaction SMILES: [CH:1]1[C:6]([C:7]([O:9]OC(C)(C)C)=[O:8])=[CH:5]C=CC=1.N([CH2:22][CH2:23][CH2:24][C:25]#N)=N[CH2:17][CH2:18][CH2:19][C:20]#N.[C:27]1(C)[CH:32]=CC=[CH:29][CH:28]=1>>[CH3:32][CH2:27][CH2:28][CH2:29][CH:23]([CH2:22][O:9][C:7]([CH:6]=[CH2:5])=[O:8])[CH2:24][CH3:25].[CH3:17][CH2:18][CH2:19][CH2:20][O:9][C:7]([CH:6]=[CH2:1])=[O:8] |f:3.4|. Reported procedure: To a monomeric mixture of the formulation shown in Table 8 were added 10 g of tert-butyl perbenzoate and 30 g of azobisbutyronitrile. The mixture was then added dropwise over the course of 4 hours to 1,000 ml of toluene heated at 100° C. The reaction was further continued for 10 hours at 100° C, and then the toluene was removed to provide an acrylic copolymer resin having a number average molecular weight of about 20,000 and an oxirane group content of 2,150 g·eq/106 g and a softening point of 1... Yields the product Cc1ccc2c(c1)c1c(n2CCc2cnc(C)cc2C(F)(F)F)CCN(C)C1. Starting materials: Cc1ccc2[nH]c3c(c2c1)CN(C)CC3, CN1CCCC1=O, C=Cc1cnc(C)cc1C(F)(F)F, [K+], [OH-]. RXN SMILES: [CH3:1][N:2]1[CH2:3][c:4]2[c:5]([nH:6][c:7]3[cH:8][cH:9][c:10]([CH3:13])[cH:11][c:12]23)[CH2:14][CH2:15]1.[CH3:31][N:32]1[CH2:33][CH2:34][CH2:35][C:36]1=[O:37].[F:16][C:17]([c:18]1[cH:19][c:20]([CH3:26])[n:21][cH:22][c:23]1[CH:24]=[CH2:25])([F:27])[F:28].[K+:30].[OH-:29]>>[CH3:1][N:2]1[CH2:3][c:4]2[c:5]([n:6]([CH2:25][CH2:24][c:23]3[c:18]([C:17]([F:16])([F:27])[F:28])[cH:19][c:20]([CH3:26])[n:21][cH:22]3)[c:7]3[cH:8][cH:9][c:10]([CH3:13])[cH:11][c:12]23)[CH2:14][CH2:15]1.